describe an organic reaction: reactants, conditions, products, and yield From a dataset of the Open Reaction Database (ORD), a public repository of structured organic reaction records. As a reaction SMILES: [CH2:26]1[O:27][CH2:28][CH2:29][CH2:30]1.[CH3:3][c:4]1[c:5]([CH2:12][OH:13])[c:6]([CH2:9][CH2:10][CH3:11])[n:7][o:8]1.[Cl:14][c:15]1[n:16][cH:17][c:18]([C:19](=[O:20])[O:21][CH3:22])[cH:23][cH:24]1.[H-:1].[Na+:2].[OH2:25]>>[CH3:3][c:4]1[c:5]([CH2:12][O:13][c:15]2[n:16][cH:17][c:18]([C:19](=[O:20])[O:21][CH3:22])[cH:23][cH:24]2)[c:6]([CH2:9][CH2:10][CH3:11])[n:7][o:8]1. The reactants are C1CCOC1, CCCc1noc(C)c1CO, COC(=O)c1ccc(Cl)nc1, [H-], [Na+], O. Yields the product CCCc1noc(C)c1COc1ccc(C(=O)OC)cn1. Reactants: C(CCC)OC(=O)CSC=1SC2=NC=CC=C2N1 (2-[(n-butoxycarbonylmethyl)thio]thiazolo[5,4-b]pyridine), ClC1=CC(=CC=C1)C(=O)OO (m-chloroperbenzoic acid), C(C)(=O)OCC (Ethyl acetate). Solvent: C(Cl)Cl (methylene chloride). Run at temperature -10 celsius, time 40 minute. Yields the product C(CCC)OC(=O)CS(=O)C=1SC2=NC=CC=C2N1 (2-[[n-butoxycarbonylmethyl)sulfinyl]thiazolo[5,4-b]pyridine). The yield is 68.5%. As a reaction SMILES: [CH2:1]([O:5][C:6]([CH2:8][S:9][C:10]1[S:11][C:12]2[C:17]([N:18]=1)=[CH:16][CH:15]=[CH:14][N:13]=2)=[O:7])[CH2:2][CH2:3][CH3:4].ClC1C=CC=C(C(OO)=[O:27])C=1.C(OCC)(=O)C>C(Cl)Cl>[CH2:1]([O:5][C:6]([CH2:8][S:9]([C:10]1[S:11][C:12]2[C:17]([N:18]=1)=[CH:16][CH:15]=[CH:14][N:13]=2)=[O:27])=[O:7])[CH2:2][CH2:3][CH3:4]. Procedure details: Dissolved in 50 ml of methylene chloride was 18.5 g of the compound obtained in Example 1, and the solution was cooled down to -10° C. 16.2 g of m-chloroperbenzoic acid (with a 70% purity) was added to the solution, which was in turn stirred at that temperature for 40 minutes. Ethyl acetate (600 ml) was added to the solution, which was then washed once with an aqueous solution of sodium thiosulfate, three times with sodium hydrogencarbonate and once with water, dried over magnesium sulfate, and ... Isolated yield 75.0%. Reactants: N1=CC=CC2=CC(=CC=C12)C(=O)O (quinoline-6-carboxylic acid), S(=O)(Cl)Cl (thionyl chloride), CO (methanol). Procedure details: To a solution of quinoline-6-carboxylic acid (183 g, 1.06 mol) in methanol (1 lit.), thionyl chloride (150.7 g, 1.2 mol) was added dropwise at 0° C. and then stirred at 65° C. for 12 h. The reaction mixture was concentrated and to the residue dichloromethane and aqueous sodium carbonate solutions were added. The organic layer was dried with sodium sulphate and concentrated to afford the title compound as a brown solid (150 g, 75%). RXN SMILES: [N:1]1[C:10]2[C:5](=[CH:6][C:7]([C:11]([OH:13])=[O:12])=[CH:8][CH:9]=2)[CH:4]=[CH:3][CH:2]=1.S(Cl)(Cl)=O.[CH3:18]O>>[N:1]1[C:10]2[C:5](=[CH:6][C:7]([C:11]([O:13][CH3:18])=[O:12])=[CH:8][CH:9]=2)[CH:4]=[CH:3][CH:2]=1. Reaction conditions: temperature 65 celsius, time 12 hour. The product is N1=CC=CC2=CC(=CC=C12)C(=O)OC (Methyl quinoline-6-carboxylate). The reactants are NC=1C=CN(C=2C1C=CC1=C3C(NC(C23)=O)=CCN1C1=CC=C(C=C1)F)C (8-amino-5-(4-fluorophenyl)-11-methyl-2,4,5,11-tetrahydro-1H-2,5,11-triazadibenzo[cd,h]azulen-1-one), CC1=CC=CC(=N1)C=O (6-methylpicolinaldehyde), Hastelloy, C(C)(=O)O (acetic acid), C(#N)[BH3-].[Na+] (sodium cyanoborohydride). Product: FC1=CC=C(C=C1)N1CC=C2NC(C3=C4C(C=CC1=C23)=C(C=CN4C)NCC4=NC(=CC=C4)C)=O (5-(4-fluorophenyl)-11-methyl-8-(((6-methylpyridin-2-yl)methyl)amino)-2,4,5,11-tetrahydro-1H-2,5,11-triazadibenzo[cd,h]azulen-1-one). The yield is 43.5%. RXN SMILES: [NH2:1][C:2]1[CH:3]=[CH:4][N:5]([CH3:27])[C:6]2[C:7]=1[CH:8]=[CH:9][C:10]1[N:19]([C:20]3[CH:25]=[CH:24][C:23]([F:26])=[CH:22][CH:21]=3)[CH2:18][CH:17]=[C:12]3[NH:13][C:14](=[O:16])[C:15]=2[C:11]=13.C(O)(=O)C.C([BH3-])#N.[Na+].[CH3:36][C:37]1[N:42]=[C:41]([CH:43]=O)[CH:40]=[CH:39][CH:38]=1>>[F:26][C:23]1[CH:22]=[CH:21][C:20]([N:19]2[C:10]3=[C:11]4[C:15](=[C:6]5[N:5]([CH3:27])[CH:4]=[CH:3][C:2]([NH:1][CH2:43][C:41]6[CH:40]=[CH:39][CH:38]=[C:37]([CH3:36])[N:42]=6)=[C:7]5[CH:8]=[CH:9]3)[C:14](=[O:16])[NH:13][C:12]4=[CH:17][CH2:18]2)=[CH:25][CH:24]=1 |f:2.3|. Reported procedure: A stock solution of Example 23e (0.164 M in N,N-dimethylacetamide, 255 mL, 0.042 mmol), acetic acid (4 M in methanol, 200 mL, 0.84 mmol), sodium cyanoborohydride (0.31 M in methanol, 200 mL, 0.063 mmol) and 6-methylpicolinaldehyde (0.40 M in N,N-dimethylacetamide, 156 mL, 0.063 mmol) were aspirated from their respective source vials, mixed through a perfluoroalkoxy mixing tube (0.2 mm inner diameter), and loaded into an injection loop. The reaction segment was injected into the flow reactor (Has... The reactants are C(C(=C)C)(=O)OCCN1C(NCC1)=O (N-(methacryloxyethyl) imidazolidin-2-one), C(C(=C)C)(=O)OC (methyl methacrylate). Yields the product C(C(=C)CC(=O)O)(=O)O (itaconic acid). RXN SMILES: [C:1]([O:6]CCN1CCNC1=O)(=[O:5])[C:2]([CH3:4])=[CH2:3].[C:15]([O:20]C)(=[O:19])C(C)=C>>[C:1]([OH:6])(=[O:5])[C:2]([CH2:4][C:15]([OH:20])=[O:19])=[CH2:3]. Procedure details: 72.20 g of a 25% strength by weight solution of N-(methacryloxyethyl) imidazolidin-2-one in methyl methacrylate. Starting materials: COC(=O)C1(C(=O)O)CC1, CCN(C(C)C)C(C)C, ClCCl, Cl, CCc1nc2c(cnn2CC)c(NC2CCOCC2)c1CN, O=S(Cl)Cl. Yields the product CCc1nc2c(cnn2CC)c(NC2CCOCC2)c1CNC(=O)C1(C(=O)OC)CC1. Reaction SMILES: [CH3:1][O:2][C:3](=[O:4])[C:5]1([C:8](=[O:9])[OH:10])[CH2:6][CH2:7]1.[CH:15]([N:16]([CH:17]([CH3:18])[CH3:19])[CH2:20][CH3:21])([CH3:22])[CH3:23].[Cl:47][CH2:48][Cl:49].[ClH:24].[NH2:25][CH2:26][c:27]1[c:28]([NH:40][CH:41]2[CH2:42][CH2:43][O:44][CH2:45][CH2:46]2)[c:29]2[c:30]([n:31][c:32]1[CH2:33][CH3:34])[n:35]([CH2:38][CH3:39])[n:36][cH:37]2.[S:11]([Cl:12])([Cl:13])=[O:14]>>[CH3:1][O:2][C:3](=[O:4])[C:5]1([C:8](=[O:10])[NH:25][CH2:26][c:27]2[c:28]([NH:40][CH:41]3[CH2:42][CH2:43][O:44][CH2:45][CH2:46]3)[c:29]3[c:30]([n:31][c:32]2[CH2:33][CH3:34])[n:35]([CH2:38][CH3:39])[n:36][cH:37]3)[CH2:6][CH2:7]1. Reactants: O=C([O-])[O-], O=[N+]([O-])c1ccc(F)c(Cl)c1, [K+], [K+], Nc1ccc(Cl)cc1O, CN(C)C=O. Product: Nc1ccc(Cl)cc1Oc1ccc([N+](=O)[O-])cc1Cl. Reaction SMILES: [C:21](=[O:22])([O-:23])[O-:24].[Cl:10][c:11]1[c:12]([F:20])[cH:13][cH:14][c:15]([N+:17](=[O:18])[O-:19])[cH:16]1.[K+:25].[K+:26].[NH2:1][c:2]1[c:3]([OH:9])[cH:4][c:5]([Cl:8])[cH:6][cH:7]1.[O:27]=[CH:28][N:29]([CH3:30])[CH3:31]>>[NH2:1][c:2]1[c:3]([O:9][c:12]2[c:11]([Cl:10])[cH:16][c:15]([N+:17](=[O:18])[O-:19])[cH:14][cH:13]2)[cH:4][c:5]([Cl:8])[cH:6][cH:7]1.